Dataset: the Open Reaction Database (ORD), a public repository of structured organic reaction records. Task: describe an organic reaction: reactants, conditions, products, and yield Starting materials: N#CCCCCBr, O=C([O-])[O-], CCO, [I-], [K+], [K+], [Na+], COc1cccc(O)c1C=O. Product: COc1cccc(OCCCCC#N)c1C=O. As a reaction SMILES: [Br:12][CH2:13][CH2:14][CH2:15][CH2:16][C:17]#[N:18].[C:19](=[O:20])([O-:21])[O-:22].[CH3:27][CH2:28][OH:29].[I-:26].[K+:23].[K+:24].[Na+:25].[OH:1][c:2]1[c:3]([CH:4]=[O:5])[c:6]([O:10][CH3:11])[cH:7][cH:8][cH:9]1>>[O:1]([c:2]1[c:3]([CH:4]=[O:5])[c:6]([O:10][CH3:11])[cH:7][cH:8][cH:9]1)[CH2:13][CH2:14][CH2:15][CH2:16][C:17]#[N:18].